The task is: describe an organic reaction: reactants, conditions, products, and yield. This data is from the Open Reaction Database (ORD), a public repository of structured organic reaction records. The reactants are ClC=1C=C(OC2=CC=C(C=C2)O)C=CC1 (4-(3-chlorophenoxy)phenol), C([O-])([O-])=O.[K+].[K+] (potassium carbonate), ClCCNC(OCC)=O (ethyl 2-chloroethylcarbamate), [I-].[K+] (potassium iodide). Yields the product ClC=1C=C(OC2=CC=C(OCCNC(OCC)=O)C=C2)C=CC1 (ethyl 2-[4-(3-chlorophenoxy)phenoxy]ethylcarbamate). RXN SMILES: [Cl:1][C:2]1[CH:3]=[C:4]([CH:13]=[CH:14][CH:15]=1)[O:5][C:6]1[CH:11]=[CH:10][C:9]([OH:12])=[CH:8][CH:7]=1.C(=O)([O-])[O-].[K+].[K+].Cl[CH2:23][CH2:24][NH:25][C:26](=[O:30])[O:27][CH2:28][CH3:29].[I-].[K+]>>[Cl:1][C:2]1[CH:3]=[C:4]([CH:13]=[CH:14][CH:15]=1)[O:5][C:6]1[CH:11]=[CH:10][C:9]([O:12][CH2:23][CH2:24][NH:25][C:26](=[O:30])[O:27][CH2:28][CH3:29])=[CH:8][CH:7]=1 |f:1.2.3,5.6|. Procedure: To a solution of 13.2 g of 4-(3-chlorophenoxy)phenol (m.p. 53°-54° C.) are added 16.6 g of finely powdered potassium carbonate, 13.6 g of ethyl 2-chloroethylcarbamate and 1 g of powdered potassium iodide. With stirring, the reaction mixture is heated to +95° C. over 15 hours and then filtered. The filtrate is taken up in ice-water and extracted three times with ether. The organic extracts are washed with water, dried over sodium sulfate and concentrated by evaporation. The crude product is purif...